This data is from the Open Reaction Database (ORD), a public repository of structured organic reaction records. The task is: describe an organic reaction: reactants, conditions, products, and yield The reactants are CCO, NC1CCCCCCC1, Nc1nc(Cl)c2ncn(C3C=CC(CO)C3)c2n1, [Na+], [OH-]. RXN SMILES: [CH3:30][CH2:31][OH:32].[CH:19]1([NH2:27])[CH2:20][CH2:21][CH2:22][CH2:23][CH2:24][CH2:25][CH2:26]1.[NH2:1][c:2]1[n:3][c:4]([Cl:18])[c:5]2[n:6][cH:7][n:8]([CH:11]3[CH:12]=[CH:13][CH:14]([CH2:16][OH:17])[CH2:15]3)[c:9]2[n:10]1.[Na+:29].[OH-:28]>>[NH2:1][c:2]1[n:3][c:4]([NH:27][CH:19]2[CH2:20][CH2:21][CH2:22][CH2:23][CH2:24][CH2:25][CH2:26]2)[c:5]2[n:6][cH:7][n:8]([CH:11]3[CH:12]=[CH:13][CH:14]([CH2:16][OH:17])[CH2:15]3)[c:9]2[n:10]1. Product: Nc1nc(NC2CCCCCCC2)c2ncn(C3C=CC(CO)C3)c2n1. Solvent: C(Cl)Cl (DCM). Starting materials: C1(CCCC1)S(=O)(=O)C1=CC=C(C=N1)C(C(=O)O)OC1CCOCC1 (2-(6-cyclopentylsulfonyl-3-pyridyl)-2-tetrahydropyran-4-yloxy-acetic acid), CCN=C=NCCCN(C)C.Cl (EDCl), CN1CCOCC1 (N-methyl morpholine), NC=1SC(=CN1)OC=1C=C(C(=O)OC)C=CC1 (methyl 3-(2-aminothiazol-5-yl)oxybenzoate), C=1C=CC2=C(C1)N=NN2O (HOBt). Reported procedure: The compound of example A10 was obtained by similar method described in example A1 using 2-(6-cyclopentylsulfonyl-3-pyridyl)-2-tetrahydropyran-4-yloxy-acetic acid (Preparation 14; 0.200 g, 0.542 mmol), methyl 3-(2-aminothiazol-5-yl)oxybenzoate (Preparation 20, 0.162 g, 0.650 mmol), HOBt (0.087 g, 0.650 mmol), and EDCl (0.124 g, 0.650 mmol), N-methyl morpholine (0.136 g, 1.35 mmol) in DCM (8 mL) to provide the title compound (0.140 g). The yield is 42.9%. The product is C1(CCCC1)S(=O)(=O)C1=CC=C(C=N1)C(C(=O)NC=1SC(=CN1)OC=1C=C(C(=O)OC)C=CC1)OC1CCOCC1 (Methyl 3[2-[[2-(6-cyclopentylsulfonyl-3-pyridyl)-2-tetrahydropyran-4-yloxy-acetyl]amino]thiazol-5-yl]oxybenzoate). RXN SMILES: [CH:1]1([S:6]([C:9]2[N:14]=[CH:13][C:12]([CH:15]([O:19][CH:20]3[CH2:25][CH2:24][O:23][CH2:22][CH2:21]3)[C:16](O)=[O:17])=[CH:11][CH:10]=2)(=[O:8])=[O:7])[CH2:5][CH2:4][CH2:3][CH2:2]1.[NH2:26][C:27]1[S:28][C:29]([O:32][C:33]2[CH:34]=[C:35]([CH:40]=[CH:41][CH:42]=2)[C:36]([O:38][CH3:39])=[O:37])=[CH:30][N:31]=1.C1C=CC2N(O)N=NC=2C=1.CCN=C=NCCCN(C)C.Cl.CN1CCOCC1>C(Cl)Cl>[CH:1]1([S:6]([C:9]2[N:14]=[CH:13][C:12]([CH:15]([O:19][CH:20]3[CH2:25][CH2:24][O:23][CH2:22][CH2:21]3)[C:16]([NH:26][C:27]3[S:28][C:29]([O:32][C:33]4[CH:34]=[C:35]([CH:40]=[CH:41][CH:42]=4)[C:36]([O:38][CH3:39])=[O:37])=[CH:30][N:31]=3)=[O:17])=[CH:11][CH:10]=2)(=[O:7])=[O:8])[CH2:2][CH2:3][CH2:4][CH2:5]1 |f:3.4|. Starting materials: CCCC1CCC(c2ccc(C(=O)O)cc2)CC1, Cc1ccccc1, [Cl-], Cl. Yields the product CCCC1CCC(c2ccc(CO)cc2)CC1. Reaction SMILES: [CH2:2]([CH2:3][CH3:4])[CH:5]1[CH2:6][CH2:7][CH:8]([c:11]2[cH:12][cH:13][c:14]([C:15](=[O:16])[OH:17])[cH:18][cH:19]2)[CH2:9][CH2:10]1.[CH3:21][c:22]1[cH:23][cH:24][cH:25][cH:26][cH:27]1.[Cl-:1].[ClH:20]>>[CH2:2]([CH2:3][CH3:4])[CH:5]1[CH2:6][CH2:7][CH:8]([c:11]2[cH:12][cH:13][c:14]([CH2:15][OH:16])[cH:18][cH:19]2)[CH2:9][CH2:10]1. Reactants: O=C([O-])[O-], COC(=O)C1=Cc2cc(OCc3ccccc3OC)ccc2S(=O)(=O)CC1, Cl, [K+], [K+]. Product: COc1ccccc1COc1ccc2c(c1)C=C(C(=O)O)CCS2(=O)=O. Reaction SMILES: [C:28](=[O:29])([O-:30])[O-:31].[CH3:1][O:2][c:3]1[c:4]([CH2:5][O:6][c:7]2[cH:8][cH:9][c:10]3[c:11]([cH:23]2)[CH:12]=[C:13]([C:19](=[O:20])[O:21][CH3:22])[CH2:14][CH2:15][S:16]3(=[O:17])=[O:18])[cH:24][cH:25][cH:26][cH:27]1.[ClH:34].[K+:32].[K+:33]>>[CH3:1][O:2][c:3]1[c:4]([CH2:5][O:6][c:7]2[cH:8][cH:9][c:10]3[c:11]([cH:23]2)[CH:12]=[C:13]([C:19](=[O:20])[OH:21])[CH2:14][CH2:15][S:16]3(=[O:17])=[O:18])[cH:24][cH:25][cH:26][cH:27]1. Reactants: CC1(C)CNCC(=O)N1, COc1cc(-c2csc3c(C=CC=O)cnc(N)c23)ccc1NC(=O)c1cc2ccccc2n1C. Product: COc1cc(-c2csc3c(C=CCN4CC(=O)NC(C)(C)C4)cnc(N)c23)ccc1NC(=O)c1cc2ccccc2n1C. RXN SMILES: [CH3:36][C:37]1([CH3:44])[CH2:38][NH:39][CH2:40][C:41](=[O:43])[NH:42]1.[NH2:1][c:2]1[n:3][cH:4][c:5]([CH:32]=[CH:33][CH:34]=[O:35])[c:6]2[c:7]1[c:8](-[c:11]1[cH:12][c:13]([O:30][CH3:31])[c:14]([NH:17][C:18](=[O:19])[c:20]3[n:21]([CH3:29])[c:22]4[cH:23][cH:24][cH:25][cH:26][c:27]4[cH:28]3)[cH:15][cH:16]1)[cH:9][s:10]2>>[NH2:1][c:2]1[n:3][cH:4][c:5]([CH:32]=[CH:33][CH2:34][N:39]2[CH2:38][C:37]([CH3:36])([CH3:44])[NH:42][C:41](=[O:43])[CH2:40]2)[c:6]2[c:7]1[c:8](-[c:11]1[cH:12][c:13]([O:30][CH3:31])[c:14]([NH:17][C:18](=[O:19])[c:20]3[n:21]([CH3:29])[c:22]4[cH:23][cH:24][cH:25][cH:26][c:27]4[cH:28]3)[cH:15][cH:16]1)[cH:9][s:10]2. Starting materials: [N+](=O)([O-])C1=C(N)C=CC(=C1)SC#N (2-nitro-4-thiocyanatoaniline), ClCCCBr (3-chloropropylbromide), CN(C=O)C (dimethylformamide), [BH4-].[Na+] (sodium borohydride). Solvent: O (water), CC(=O)C (acetone). Reaction conditions: time 2 hour. Product: [N+](=O)([O-])C1=C(N)C=CC(=C1)SCCCCl (2-Nitro-4-(3-chloropropylthio)aniline). RXN SMILES: [N+:1]([C:4]1[CH:10]=[C:9]([S:11][C:12]#N)[CH:8]=[CH:7][C:5]=1[NH2:6])([O-:3])=[O:2].CN(C)C=O.[BH4-].[Na+].[Cl:21][CH2:22][CH2:23]CBr>O.CC(C)=O>[N+:1]([C:4]1[CH:10]=[C:9]([S:11][CH2:12][CH2:23][CH2:22][Cl:21])[CH:8]=[CH:7][C:5]=1[NH2:6])([O-:3])=[O:2] |f:2.3|. Procedure details: 6 G. of 2-nitro-4-thiocyanatoaniline in 30 ml. of dimethylformamide is treated under nitrogen with 1.2 g. of sodium borohydride at 20° to 30°. After 11/2 hours 15 ml. of acetone is added, followed 2 hours later by 10 g. of 3-chloropropylbromide. The mixture is left at 20°-25° for 16 hours, then diluted with water. The oily product is extracted into chloroform and passed through a silica column. 2-Nitro-4-(3-chloropropylthio)aniline is isolated by evaporation of the solvent.